This data is from the Open Reaction Database (ORD), a public repository of structured organic reaction records. The task is: describe an organic reaction: reactants, conditions, products, and yield Starting materials: COc1ccc(N)c([N+](=O)[O-])c1, CC1CCC(C(C)C)C(C(=O)Cl)C1, ClCCl, Cl, c1ccncc1. The product is COc1ccc(NC(=O)C2CC(C)CCC2C(C)C)c([N+](=O)[O-])c1. Reaction SMILES: [CH3:1][O:2][c:3]1[cH:4][cH:5][c:6]([NH2:7])[c:8]([N+:10]([O-:11])=[O:12])[cH:9]1.[CH:13]1([CH3:25])[CH2:14][CH:15]([C:22](=[O:23])[Cl:24])[CH:16]([CH:19]([CH3:20])[CH3:21])[CH2:17][CH2:18]1.[Cl:26][CH2:27][Cl:28].[ClH:29].[cH:30]1[cH:31][cH:32][n:33][cH:34][cH:35]1>>[CH3:1][O:2][c:3]1[cH:4][cH:5][c:6]([NH:7][C:22]([CH:15]2[CH2:14][CH:13]([CH3:25])[CH2:18][CH2:17][CH:16]2[CH:19]([CH3:20])[CH3:21])=[O:23])[c:8]([N+:10]([O-:11])=[O:12])[cH:9]1. Starting materials: Cc1nnc(-c2ccc(C)c(-c3ccc(C(=O)O)cc3)c2)o1, CCN=C=NCCCN(C)C, ClCCl, Cl, Nc1ccccc1, CN(C)C=O. The product is Cc1nnc(-c2ccc(C)c(-c3ccc(C(=O)Nc4ccccc4)cc3)c2)o1. Reaction SMILES: [CH3:1][c:2]1[c:3](-[c:14]2[cH:15][cH:16][c:17]([C:20](=[O:21])[OH:22])[cH:18][cH:19]2)[cH:4][c:5](-[c:8]2[o:9][c:10]([CH3:13])[n:11][n:12]2)[cH:6][cH:7]1.[CH3:31][N:32]([CH3:33])[CH2:34][CH2:35][CH2:36][N:37]=[C:38]=[N:39][CH2:40][CH3:41].[Cl:47][CH2:48][Cl:49].[ClH:30].[NH2:23][c:24]1[cH:25][cH:26][cH:27][cH:28][cH:29]1.[O:42]=[CH:43][N:44]([CH3:45])[CH3:46]>>[CH3:1][c:2]1[c:3](-[c:14]2[cH:15][cH:16][c:17]([C:20](=[O:21])[NH:23][c:24]3[cH:25][cH:26][cH:27][cH:28][cH:29]3)[cH:18][cH:19]2)[cH:4][c:5](-[c:8]2[o:9][c:10]([CH3:13])[n:11][n:12]2)[cH:6][cH:7]1.